Dataset: the Open Reaction Database (ORD), a public repository of structured organic reaction records. Task: describe an organic reaction: reactants, conditions, products, and yield Reactants: C(C)(C)(C)OC(=O)N1CC(CC1)C1=C(C=C(C=C1)S(=O)(=O)C1=CC(=CC=C1)F)COC(N(C)C)=O (3-[2-Dimethylcarbamoyloxymethyl-4-(3-fluoro-benzenesulfonyl)-phenyl]-pyrrolidine-1-carboxylic acid tert-butyl ester), C(=O)(C(F)(F)F)O (TFA). Run in C(Cl)Cl (CH2Cl2). Conditions: time 5 hour. The product is FC=1C=C(C=CC1)S(=O)(=O)C=1C=CC(=C(COC(N(C)C)=O)C1)C1CNCC1 (dimethyl-carbamic acid 5-(3-fluoro-benzenesulfonyl)-2-pyrrolidin-3-yl-benzyl ester). Reaction SMILES: C(OC([N:8]1[CH2:12][CH2:11][CH:10]([C:13]2[CH:18]=[CH:17][C:16]([S:19]([C:22]3[CH:27]=[CH:26][CH:25]=[C:24]([F:28])[CH:23]=3)(=[O:21])=[O:20])=[CH:15][C:14]=2[CH2:29][O:30][C:31](=[O:35])[N:32]([CH3:34])[CH3:33])[CH2:9]1)=O)(C)(C)C.C(O)(C(F)(F)F)=O>C(Cl)Cl>[F:28][C:24]1[CH:23]=[C:22]([S:19]([C:16]2[CH:17]=[CH:18][C:13]([CH:10]3[CH2:11][CH2:12][NH:8][CH2:9]3)=[C:14]([CH:15]=2)[CH2:29][O:30][C:31](=[O:35])[N:32]([CH3:34])[CH3:33])(=[O:20])=[O:21])[CH:27]=[CH:26][CH:25]=1. Procedure details: 3-[2-Dimethylcarbamoyloxymethyl-4-(3-fluoro-benzenesulfonyl)-phenyl]-pyrrolidine-1-carboxylic acid tert-butyl ester (83 mg, 1.638 mmol) was dissolved in 3 ml of CH2Cl2. TFA (0.5 ml) was added and the mixture was stirred for 5 hours. The solution was concentrated under reduced pressure to give dimethyl-carbamic acid 5-(3-fluoro-benzenesulfonyl)-2-pyrrolidin-3-yl-benzyl ester, MS (M+H)=407. The reactants are C1CCC(CC1)N=C=NC2CCCCC2 (DCC), ClC1=C(C(=CC=C1)Cl)NC1=C(C=CC=C1)CC(=O)O ([2-(2,6-Dichloro-phenylamino)-phenyl]-acetic acid), ClC1=C(C(=CC=C1)Cl)NC1=C(C=CC=C1)CC(=O)O ([2-(2,6-Dichloro-phenylamino)-phenyl]-acetic acid), C(=O)(OC(C)(C)C)NCCO (N-BOC-Ethanolamine). Reagents/catalysts: CN(C)C=1C=CN=CC1 (DMAP). Run in C(Cl)Cl (DCM), C(Cl)Cl (DCM). Run at time 1 hour. The product is C(C)(C)(C)OC(=O)NCCOC(CC1=C(C=CC=C1)NC1=C(C=CC=C1Cl)Cl)=O ([2-(2,6-Dichloro-phenylamino)-phenyl]-acetic acid 2-tert-butoxycarbonylamino-ethyl ester), ClC1=C(C(=CC=C1)Cl)N1C(CC2=CC=CC=C12)=O (1-(2,6-Dichloro-phenyl)-1,3-dihydro-indol-2-one). As a reaction SMILES: [Cl:1][C:2]1[CH:7]=[CH:6][CH:5]=[C:4]([Cl:8])[C:3]=1[NH:9][C:10]1[CH:15]=[CH:14][CH:13]=[CH:12][C:11]=1[CH2:16][C:17]([OH:19])=[O:18].[C:20]([NH:27][CH2:28][CH2:29]O)([O:22][C:23]([CH3:26])([CH3:25])[CH3:24])=[O:21].C1CCC(N=C=NC2CCCCC2)CC1>C(Cl)Cl.CN(C1C=CN=CC=1)C>[C:23]([O:22][C:20]([NH:27][CH2:28][CH2:29][O:18][C:17](=[O:19])[CH2:16][C:11]1[CH:12]=[CH:13][CH:14]=[CH:15][C:10]=1[NH:9][C:3]1[C:2]([Cl:1])=[CH:7][CH:6]=[CH:5][C:4]=1[Cl:8])=[O:21])([CH3:26])([CH3:25])[CH3:24].[Cl:1][C:2]1[CH:7]=[CH:6][CH:5]=[C:4]([Cl:8])[C:3]=1[N:9]1[C:10]2[C:11](=[CH:12][CH:13]=[CH:14][CH:15]=2)[CH2:16][C:17]1=[O:19]. Procedure: To a stirred solution of [2-(2,6-Dichloro-phenylamino)-phenyl]-acetic acid] 2 (4.0 g, 0.01 mol, 1 eq) and N-BOC-Ethanolamine (2.39 g, 0.01 mol) in DCM (70 mL) was added DMAP (0.16 g, 0.001 mol) at rt. To this mixture was added DCC (5.5 g, 0.02 mol) in DCM (30 mL) drop-wise at 0-5° C. and resulting mixture was stirred at room temperature for 1 h. Reaction was monitored by TLC. After completion, reaction mixture was filtered and the solvent was removed under reduced pressure. Residue was dissolved... Starting materials: C(C1=CC=CC=C1)OC1=C(C=C2C(=CC=NC2=C1)OC1=C(C=C(C=C1)N)F)OC (4-(7-benzyloxy-6-methoxyquinolin-4-yloxy)-3-fluorophenylamine), FC1=CC=C(C=C1)N1C(N(C=C(C1=O)C(=O)O)CC)=O (3-(4-fluorophenyl)-1-ethyl-2,4-dioxo-1,2,3,4-tetrahydropyrimidine-5-carboxylic acid). Product: C(C1=CC=CC=C1)OC1=C(C=C2C(=CC=NC2=C1)OC1=C(C=C(C=C1)NC(=O)C=1C(N(C(N(C1)CC)=O)C1=CC=C(C=C1)F)=O)F)OC (1-Ethyl-3-(4-fluorophenyl)-2,4-dioxo-1,2,3,4-tetrahydropyrimidine-5-carboxylic acid [4-(7-benzyloxy-6-methoxyquinolin-4-yloxy)-3-fluorophenyl]-amide). Reaction SMILES: [CH2:1]([O:8][C:9]1[CH:18]=[C:17]2[C:12]([C:13]([O:19][C:20]3[CH:25]=[CH:24][C:23]([NH2:26])=[CH:22][C:21]=3[F:27])=[CH:14][CH:15]=[N:16]2)=[CH:11][C:10]=1[O:28][CH3:29])[C:2]1[CH:7]=[CH:6][CH:5]=[CH:4][CH:3]=1.[F:30][C:31]1[CH:36]=[CH:35][C:34]([N:37]2[C:42](=[O:43])[C:41]([C:44](O)=[O:45])=[CH:40][N:39]([CH2:47][CH3:48])[C:38]2=[O:49])=[CH:33][CH:32]=1>>[CH2:1]([O:8][C:9]1[CH:18]=[C:17]2[C:12]([C:13]([O:19][C:20]3[CH:25]=[CH:24][C:23]([NH:26][C:44]([C:41]4[C:42](=[O:43])[N:37]([C:34]5[CH:35]=[CH:36][C:31]([F:30])=[CH:32][CH:33]=5)[C:38](=[O:49])[N:39]([CH2:47][CH3:48])[CH:40]=4)=[O:45])=[CH:22][C:21]=3[F:27])=[CH:14][CH:15]=[N:16]2)=[CH:11][C:10]=1[O:28][CH3:29])[C:2]1[CH:7]=[CH:6][CH:5]=[CH:4][CH:3]=1. Procedure: 1-Ethyl-3-(4-fluorophenyl)-2,4-dioxo-1,2,3,4-tetrahydropyrimidine-5-carboxylic acid [4-(7-benzyloxy-6-methoxyquinolin-4-yloxy)-3-fluorophenyl]-amide was synthesized using 4-(7-benzyloxy-6-methoxyquinolin-4-yloxy)-3-fluorophenylamine and 3-(4-fluorophenyl)-1-ethyl-2,4-dioxo-1,2,3,4-tetrahydropyrimidine-5-carboxylic acid by the method for example 1. mp=142-4° C.; LCMS m/z=651 (M+1); 1H NMR (DMSO) δ: 11.0 (s, 1H), 8.89 (s, 1H), 8.47 (d, 1H, J=5.3 Hz), 7.98, 8.02 (dd, 1H, J=2.3, 13 Hz), 7.50-7.54 (m... The reactants are S1C(=CC=C1)[C@]1(O)[C@@H]([C@@H](O)[C@H](O[C@H]2[C@H](OC(C)=O)[C@@H](OC(C)=O)[C@@H](OC(C)=O)[C@H](O2)COCC2=CC=CC=C2)[C@H](O1)CO)NC(C)=O (1-Thiophenyl-(2,3,4-tri-O-acetyl-6-O-benzyl-β-D-galactopyranosyl)-(1-4)-2-deoxy-2-acetamido-β-D-glucopyranose), S1C(=CC=C1)[C@@]1(O)[C@@H](OCC2=CC=CC=C2)[C@H](OCC2=CC=CC=C2)[C@H](OCC2=CC=CC=C2)[C@@H](O1)C (1-Thiophenyl-2,3,4-tri-O-benzyl-β-L-fucose), [Sn](Cl)Cl (tin(II) chloride). The reagents and catalysts are Cl(=O)(=O)(=O)[O-].[Ag+] (silver perchlorate). Run in C(C)OCC (diethyl ether). Product: crude product, S1C(=CC=C1)[C@]1(O)[C@@]([C@@H](O)[C@H](O[C@H]2[C@H](OC(C)=O)[C@@H](OC(C)=O)[C@@H](OC(C)=O)[C@H](O2)COCC2=CC=CC=C2)[C@H](O1)CO)(NC(C)=O)[C@H]1[C@@H](OCC2=CC=CC=C2)[C@H](OCC2=CC=CC=C2)[C@H](OCC2=CC=CC=C2)[C@@H](O1)C (1-Thiophenyl-(2,3,4-tri-O-acetyl-6-O-benzyl-β-D-galactopyranosyl)-(1-4)-[(2,3,4-tri-O-benzyl-α-L-fucopyranosyl)-(1-3)]-2-deoxy-2-acetamido-β-D-glucopyranose). RXN SMILES: [S:1]1[CH:5]=[CH:4][CH:3]=[C:2]1[C@:6]1([O:41][C@H:40]([CH2:42][OH:43])[C@@H:11]([O:12][C@@H:13]2[O:30][C@H:29]([CH2:31][O:32][CH2:33][C:34]3[CH:39]=[CH:38][CH:37]=[CH:36][CH:35]=3)[C@H:24]([O:25][C:26](=[O:28])[CH3:27])[C@H:19]([O:20][C:21](=[O:23])[CH3:22])[C@H:14]2[O:15][C:16](=[O:18])[CH3:17])[C@H:9]([OH:10])[C@H:8]1[NH:44][C:45](=[O:47])[CH3:46])[OH:7].S1C=CC=C1[C@@:53]1([O:83][C@@H:82]([CH3:84])[C@@H:73]([O:74][CH2:75][C:76]2[CH:81]=[CH:80][CH:79]=[CH:78][CH:77]=2)[C@@H:64]([O:65][CH2:66][C:67]2[CH:72]=[CH:71][CH:70]=[CH:69][CH:68]=2)[C@@H:55]1[O:56][CH2:57][C:58]1[CH:63]=[CH:62][CH:61]=[CH:60][CH:59]=1)O.[Sn](Cl)Cl>C(OCC)C.Cl([O-])(=O)(=O)=O.[Ag+]>[S:1]1[CH:5]=[CH:4][CH:3]=[C:2]1[C@:6]1([O:41][C@H:40]([CH2:42][OH:43])[C@@H:11]([O:12][C@@H:13]2[O:30][C@H:29]([CH2:31][O:32][CH2:33][C:34]3[CH:35]=[CH:36][CH:37]=[CH:38][CH:39]=3)[C@H:24]([O:25][C:26](=[O:28])[CH3:27])[C@H:19]([O:20][C:21](=[O:23])[CH3:22])[C@H:14]2[O:15][C:16](=[O:18])[CH3:17])[C@H:9]([OH:10])[C@@:8]1([C@@H:53]1[O:83][C@@H:82]([CH3:84])[C@@H:73]([O:74][CH2:75][C:76]2[CH:81]=[CH:80][CH:79]=[CH:78][CH:77]=2)[C@@H:64]([O:65][CH2:66][C:67]2[CH:72]=[CH:71][CH:70]=[CH:69][CH:68]=2)[C@@H:55]1[O:56][CH2:57][C:58]1[CH:59]=[CH:60][CH:61]=[CH:62][CH:63]=1)[NH:44][C:45](=[O:47])[CH3:46])[OH:7] |f:4.5|. Procedure: Compound [13] (0.2-4.81 g, 0.234-5.78 mmol) is dissolved with compound [17] (0.17-4.15 g, 0.37-9.25 mmol) in dry diethyl ether (5-100 ml) and stirred with 4 Å molecular sieves (0.1-6.8 g), silver perchlorate (0.15-3.59 g 0.702-17.34 mmol) and tin(II) chloride (0.13-3.29 g, 0.702-17.34 mmol) until the reaction is complete. The mixture is subsequently filtered, and the crude product compound [18] obtained after concentration is purified by chromatography on silica gel with an ethyl acetate/isohexa... Reactants: C(C)(=O)N1[C@H](C[C@H](C2=CC(=CC=C12)C#C[Si](C(C)C)(C(C)C)C(C)C)NC1=NC=C(C=C1)C)C ((2S,4R)-1-acetyl-2-methyl-N-(5-methyl-2-pyridinyl)-6-{[tris(1-methylethyl)silyl]ethynyl}-1,2,3,4-tetrahydro-4-quinolinamine), Intermediate 109, CCCC[N+](CCCC)(CCCC)CCCC.[F-] (TBAF). Solvent: O1CCCC1 (tetrahydrofuran). Run at time 30 minute. Yields the product C(C)(=O)N1[C@H](C[C@H](C2=CC(=CC=C12)C#C)NC1=NC=C(C=C1)C)C ((2S,4R)-1-acetyl-6-ethynyl-2-methyl-N-(5-methyl-2-pyridinyl)-1,2,3,4-tetrahydro-4-quinolinamine). Yield: 77.0%. RXN SMILES: [C:1]([N:4]1[C:13]2[C:8](=[CH:9][C:10]([C:14]#[C:15][Si](C(C)C)(C(C)C)C(C)C)=[CH:11][CH:12]=2)[C@H:7]([NH:26][C:27]2[CH:32]=[CH:31][C:30]([CH3:33])=[CH:29][N:28]=2)[CH2:6][C@@H:5]1[CH3:34])(=[O:3])[CH3:2].CCCC[N+](CCCC)(CCCC)CCCC.[F-]>O1CCCC1>[C:1]([N:4]1[C:13]2[C:8](=[CH:9][C:10]([C:14]#[CH:15])=[CH:11][CH:12]=2)[C@H:7]([NH:26][C:27]2[CH:32]=[CH:31][C:30]([CH3:33])=[CH:29][N:28]=2)[CH2:6][C@@H:5]1[CH3:34])(=[O:3])[CH3:2] |f:1.2|. Reported procedure: A solution of (2S,4R)-1-acetyl-2-methyl-N-(5-methyl-2-pyridinyl)-6-{[tris(1-methylethyl)silyl]ethynyl}-1,2,3,4-tetrahydro-4-quinolinamine (for a preparation see Intermediate 109) (135 mg, 0.284 mmol) in tetrahydrofuran (THF) (3 mL) at room temperature was treated with TBAF (1N in THF, 0.341 mL, 0.341 mmol) and the resulting mixture was stirred at this temperature for 30 min then most of the solvent was removed in vacuo. The residue was partitioned between AcOEt and water and the layers were sepa... Starting materials: CCc1cnc(NCCc2ccc(OC)c(C)c2)nc1, FC(F)(F)Oc1ccc(CBr)cc1, [H-], [Na+], CN(C)C=O. Yields the product CCc1cnc(N(CCc2ccc(OC)c(C)c2)Cc2ccc(OC(F)(F)F)cc2)nc1. As a reaction SMILES: [CH2:1]([CH3:2])[c:3]1[cH:4][n:5][c:6]([NH:9][CH2:10][CH2:11][c:12]2[cH:13][c:14]([CH3:20])[c:15]([O:18][CH3:19])[cH:16][cH:17]2)[n:7][cH:8]1.[F:21][C:22]([O:23][c:24]1[cH:25][cH:26][c:27]([CH2:28][Br:29])[cH:30][cH:31]1)([F:32])[F:33].[H-:35].[Na+:34].[O:36]=[CH:37][N:38]([CH3:39])[CH3:40]>>[CH2:1]([CH3:2])[c:3]1[cH:4][n:5][c:6]([N:9]([CH2:10][CH2:11][c:12]2[cH:13][c:14]([CH3:20])[c:15]([O:18][CH3:19])[cH:16][cH:17]2)[CH2:28][c:27]2[cH:26][cH:25][c:24]([O:23][C:22]([F:21])([F:32])[F:33])[cH:31][cH:30]2)[n:7][cH:8]1. Reactants: COc1cc(Br)c(Cl)cc1Cl, O=C([O-])[O-], C1COCCO1, Cc1cnc(Cl)nc1N, [Cs+], [Cs+], O=C(C=Cc1ccccc1)C=Cc1ccccc1, O=C(C=Cc1ccccc1)C=Cc1ccccc1, O=C(C=Cc1ccccc1)C=Cc1ccccc1, [Pd], [Pd]. Product: COc1cc(Nc2nc(Cl)ncc2C)c(Cl)cc1Cl. As a reaction SMILES: [Br:10][c:11]1[c:12]([Cl:20])[cH:13][c:14]([Cl:19])[c:15]([O:17][CH3:18])[cH:16]1.[C:21](=[O:22])([O-:23])[O-:24].[CH2:27]1[O:28][CH2:29][CH2:30][O:31][CH2:32]1.[Cl:1][c:2]1[n:3][cH:4][c:5]([CH3:9])[c:6]([NH2:8])[n:7]1.[Cs+:25].[Cs+:26].[O:35]=[C:36]([CH:37]=[CH:38][c:39]1[cH:40][cH:41][cH:42][cH:43][cH:44]1)[CH:45]=[CH:46][c:47]1[cH:48][cH:49][cH:50][cH:51][cH:52]1.[O:53]=[C:54]([CH:55]=[CH:56][c:57]1[cH:58][cH:59][cH:60][cH:61][cH:62]1)[CH:63]=[CH:64][c:65]1[cH:66][cH:67][cH:68][cH:69][cH:70]1.[O:71]=[C:72]([CH:73]=[CH:74][c:75]1[cH:76][cH:77][cH:78][cH:79][cH:80]1)[CH:81]=[CH:82][c:83]1[cH:84][cH:85][cH:86][cH:87][cH:88]1.[Pd:33].[Pd:34]>>[Cl:1][c:2]1[n:3][cH:4][c:5]([CH3:9])[c:6]([NH:8][c:11]2[c:12]([Cl:20])[cH:13][c:14]([Cl:19])[c:15]([O:17][CH3:18])[cH:16]2)[n:7]1. The reactants are C(=C)[Sn](CCCC)(CCCC)CCCC (vinyl tributyltin), BrC=1C=C(C=C2C(=CNC12)C1=CCN(C=C1)C)OS(=O)(=O)C1=CC=CC=C1 (benzenesulfonic acid 7-bromo-3-(1-methylpyridin-4-yl)-1H-indol-5-yl ester), C(C)(=O)OCC (ethyl acetate). The reagents and catalysts are C=1C=CC(=CC1)[P](C=2C=CC=CC2)(C=3C=CC=CC3)[Pd]([P](C=4C=CC=CC4)(C=5C=CC=CC5)C=6C=CC=CC6)([P](C=7C=CC=CC7)(C=8C=CC=CC8)C=9C=CC=CC9)[P](C=1C=CC=CC1)(C=1C=CC=CC1)C=1C=CC=CC1 (Pd (PPh3)4). Solvent: C1(=CC=CC=C1)C (toluene). Conditions: time 5 hour. Yields the product C(=C)C=1C=C(C=C2C(=CNC12)C1CCN(CC1)C)OS(=O)(=O)C1=CC=CC=C1 (Benzenesulfonic Acid 7-vinyl-3-(1-methylpiperidin-4-yl)-1H-indol-5-yl Ester). Reaction SMILES: Br[C:2]1[CH:3]=[C:4]([O:18][S:19]([C:22]2[CH:27]=[CH:26][CH:25]=[CH:24][CH:23]=2)(=[O:21])=[O:20])[CH:5]=[C:6]2[C:10]=1[NH:9][CH:8]=[C:7]2[C:11]1[CH:16]=[CH:15][N:14]([CH3:17])[CH2:13][CH:12]=1.[CH:28]([Sn](CCCC)(CCCC)CCCC)=[CH2:29].C(OCC)(=O)C>C1(C)C=CC=CC=1.C1C=CC([P]([Pd]([P](C2C=CC=CC=2)(C2C=CC=CC=2)C2C=CC=CC=2)([P](C2C=CC=CC=2)(C2C=CC=CC=2)C2C=CC=CC=2)[P](C2C=CC=CC=2)(C2C=CC=CC=2)C2C=CC=CC=2)(C2C=CC=CC=2)C2C=CC=CC=2)=CC=1>[CH:28]([C:2]1[CH:3]=[C:4]([O:18][S:19]([C:22]2[CH:27]=[CH:26][CH:25]=[CH:24][CH:23]=2)(=[O:21])=[O:20])[CH:5]=[C:6]2[C:10]=1[NH:9][CH:8]=[C:7]2[CH:11]1[CH2:12][CH2:13][N:14]([CH3:17])[CH2:15][CH2:16]1)=[CH2:29] |^1:59,61,80,99|. Reported procedure: A mixture of benzenesulfonic acid 7-bromo-3-(1-methylpyridin-4-yl)-1H-indol-5-yl ester and Pd (PPh3)4 (0.2 eq.) in dry toluene was degassed and then treated with vinyl tributyltin (1.1 eq.). Heat the reaction mixture to reflux. After 5 hours, cool to room temperature, pour into ethyl acetate, wash with brine, dry the organic layer over Na2SO4, and concentrate. Purify to give the title compound.